Dataset: the Open Reaction Database (ORD), a public repository of structured organic reaction records. Task: describe an organic reaction: reactants, conditions, products, and yield Procedure: To a solution of methyl 5-(4-(1H-pyrazol-1-yl)benzyl)-4-chloro-2-vinylbenzoate (0.12 g) in a mixed solvent of acetone (2.00 mL)-acetonitrile (2.00 mL)-water (2.00 mL) were added osmium oxide (fixed catalyst I) (0.04 g) and sodium periodate (0.36 g), and the mixture was stirred overnight at room temperature. The reaction mixture was filtered, and the filtrate was extracted with ethyl acetate. The organic layer was washed with water and saturated brine, and dried over anhydrous sodium sulfate, and... Yields the product N1(N=CC=C1)C1=CC=C(CC=2C(=CC(=C(C(=O)OC)C2)C=O)Cl)C=C1 (methyl 5-(4-(1H-pyrazol-1-yl)benzyl)-4-chloro-2-formylbenzoate), crude product. The solvent is O (water). As a reaction SMILES: [N:1]1([C:6]2[CH:25]=[CH:24][C:9]([CH2:10][C:11]3[C:12]([Cl:23])=[CH:13][C:14]([CH:21]=C)=[C:15]([CH:20]=3)[C:16]([O:18][CH3:19])=[O:17])=[CH:8][CH:7]=2)[CH:5]=[CH:4][CH:3]=[N:2]1.CC(C)=[O:28].C(#N)C.I([O-])(=O)(=O)=O.[Na+]>[Os]=O.O>[N:1]1([C:6]2[CH:7]=[CH:8][C:9]([CH2:10][C:11]3[C:12]([Cl:23])=[CH:13][C:14]([CH:21]=[O:28])=[C:15]([CH:20]=3)[C:16]([O:18][CH3:19])=[O:17])=[CH:24][CH:25]=2)[CH:5]=[CH:4][CH:3]=[N:2]1 |f:3.4|. Reaction conditions: time 8 hour. Reagents/catalysts: [Os]=O (osmium oxide), [Os]=O (osmium oxide). Starting materials: N1(N=CC=C1)C1=CC=C(CC=2C(=CC(=C(C(=O)OC)C2)C=C)Cl)C=C1 (methyl 5-(4-(1H-pyrazol-1-yl)benzyl)-4-chloro-2-vinylbenzoate), CC(=O)C (acetone), C(C)#N (acetonitrile), I(=O)(=O)(=O)[O-].[Na+] (sodium periodate). Reactants: Cl.Cl.CC1=NC=C2N1C(N(C2)C2CCNCC2)=O (5-methyl-2-(4-piperidinyl)-1,2-dihydro-3H-imidazo[1,5-c]imidazol-3-one dihydrochloride), C1CCC2=NCCCN2CC1 (DBU), C(=O)(OC(C)(C)C)N[C@H](C(C)(C)C)C(=O)O (Boc-D-tert-leucine), C=1C=CC2=C(C1)N=NN2O (HOBt), CCN=C=NCCCN(C)C (WSC). The solvent is C(C)#N (acetonitrile), C(C)N(CC)CC (triethylamine), C(C)#N (acetonitrile). The product is CC([C@H](C(=O)N1CCC(CC1)N1C(N2C(C1)=CN=C2C)=O)NC(OC(C)(C)C)=O)(C)C (tert-butyl(1R)-2,2-dimethyl-1-((4-(5-methyl-3-oxo-1H-imidazo[1,5-c]imidazol-2(3H)-yl)-1-piperidinyl)carbonyl)propylcarbamate). Isolated yield 93.3%. As a reaction SMILES: [C:1]([NH:8][C@@H:9]([C:14]([OH:16])=O)[C:10]([CH3:13])([CH3:12])[CH3:11])([O:3][C:4]([CH3:7])([CH3:6])[CH3:5])=[O:2].C1C=CC2N(O)N=NC=2C=1.CCN=C=NCCCN(C)C.Cl.Cl.[CH3:40][C:41]1[N:45]2[C:46](=[O:55])[N:47]([CH:49]3[CH2:54][CH2:53][NH:52][CH2:51][CH2:50]3)[CH2:48][C:44]2=[CH:43][N:42]=1.C1CCN2C(=NCCC2)CC1>C(#N)C.C(N(CC)CC)C>[CH3:13][C:10]([CH3:11])([CH3:12])[C@@H:9]([NH:8][C:1](=[O:2])[O:3][C:4]([CH3:5])([CH3:6])[CH3:7])[C:14]([N:52]1[CH2:51][CH2:50][CH:49]([N:47]2[CH2:48][C:44]3=[CH:43][N:42]=[C:41]([CH3:40])[N:45]3[C:46]2=[O:55])[CH2:54][CH2:53]1)=[O:16] |f:3.4.5|. Procedure: To a solution of Boc-D-tert-leucine (0.23 g) and HOBt (0.23 g) in acetonitrile (5 ml) was added WSC (0.29 g), and the reaction mixture was mixed at room temperature for 15 minutes. Then, a solution of 5-methyl-2-(4-piperidinyl)-1,2-dihydro-3H-imidazo[1,5-c]imidazol-3-one dihydrochloride (0.29 g), DBU (0.30 g) and triethylamine (0.30 g) in acetonitrile (5 ml) was added thereto. The reaction mixture was mixed at room temperature for 15 hours, the solvent was then distilled off under reduced pressu... Starting materials: ON1N=NC2=C1C=CC=C2 (1-hydroxy-1H-benzotriazole), CC1=C(N)C=CC(=C1)C (2,4-dimethylaniline), C(C)(C)(C)OC(C(CC1=CC=C(CN(CC(=O)O)CC=2OC=CC2)C=C1)(C)C)=O (N-[4-(3-tert-butoxy-2,2-dimethyl-3-oxopropyl)benzyl]-N-(2-furylmethyl)glycine), 1-ethyl-3-(3-dimethylamino)propylcarbodiimide hydrochloride, CN1CCOCC1 (N-methylmorpholine). The reagents and catalysts are CN(C1=CC=NC=C1)C (4-dimethylaminopyridine). Solvent: O (water), CN(C=O)C (dimethylformamide). Run at time 1 hour. The product is CC1=C(C=CC(=C1)C)NC(CN(CC=1OC=CC1)CC1=CC=C(C=C1)CC(C(=O)OC(C)(C)C)(C)C)=O (tert-butyl 3-(4-{[(2-(2,4-dimethylphenyl)amino-2-oxoethyl)(2-furylmethyl)amino]methyl}phenyl)-2,2-dimethylpropionate). Isolated yield 90.7%. RXN SMILES: ON1C2C=CC=CC=2N=N1.CN1CCOCC1.[C:18]([O:22][C:23](=[O:46])[C:24]([CH3:45])([CH3:44])[CH2:25][C:26]1[CH:43]=[CH:42][C:29]([CH2:30][N:31]([CH2:36][C:37]2[O:38][CH:39]=[CH:40][CH:41]=2)[CH2:32][C:33](O)=[O:34])=[CH:28][CH:27]=1)([CH3:21])([CH3:20])[CH3:19].[CH3:47][C:48]1[CH:54]=[C:53]([CH3:55])[CH:52]=[CH:51][C:49]=1[NH2:50]>CN(C)C1C=CN=CC=1.CN(C)C=O.O>[CH3:47][C:48]1[CH:54]=[C:53]([CH3:55])[CH:52]=[CH:51][C:49]=1[NH:50][C:33](=[O:34])[CH2:32][N:31]([CH2:30][C:29]1[CH:42]=[CH:43][C:26]([CH2:25][C:24]([CH3:44])([CH3:45])[C:23]([O:22][C:18]([CH3:19])([CH3:21])[CH3:20])=[O:46])=[CH:27][CH:28]=1)[CH2:36][C:37]1[O:38][CH:39]=[CH:40][CH:41]=1. Procedure: At 0° C., 88 mg (0.648 mmol) of 1-hydroxy-1H-benzotriazole, 124 mg (0.648 mmol) of 1-ethyl-3-(3-dimethylamino)propylcarbodiimide hydrochloride, 151 mg (1.494 mmol) of N-methylmorpholine and 3 mg (0.025 mmol) of 4-dimethylaminopyridine are added to a solution of 200 mg (0.498 mmol) of N-[4-(3-tert-butoxy-2,2-dimethyl-3-oxopropyl)benzyl]-N-(2-furylmethyl)glycine (Example I-12) and 91 mg (0.747 mmol) of 2,4-dimethylaniline in 8 ml of dimethylformamide, and the solution is stirred at this temperatur... Starting materials: ClC1=C2C(=NN=C1C1=CC=CC=C1)N(N=C2C2=CC=CC=C2)C=C (4-chloro-3,5-diphenyl-1-vinyl-1H-pyrazolo[3,4-c]pyridazine), aqueous solution, [Mn](=O)(=O)(=O)[O-].[K+] (potassium permanganate), [Mn](=O)(=O)(=O)[O-].[K+] (potassium permanganate). The solvent is CC(=O)C (acetone). Run at time 2 hour. Product: ClC1=C2C(=NN=C1C1=CC=CC=C1)NN=C2C2=CC=CC=C2 (4-chloro-3,5-diphenyl-1H-pyrazolo[3,4-c]pyridazine). Reaction SMILES: [Cl:1][C:2]1[C:7]([C:8]2[CH:13]=[CH:12][CH:11]=[CH:10][CH:9]=2)=[N:6][N:5]=[C:4]2[N:14](C=C)[N:15]=[C:16]([C:17]3[CH:22]=[CH:21][CH:20]=[CH:19][CH:18]=3)[C:3]=12.[Mn]([O-])(=O)(=O)=O.[K+]>CC(C)=O>[Cl:1][C:2]1[C:7]([C:8]2[CH:9]=[CH:10][CH:11]=[CH:12][CH:13]=2)=[N:6][N:5]=[C:4]2[NH:14][N:15]=[C:16]([C:17]3[CH:18]=[CH:19][CH:20]=[CH:21][CH:22]=3)[C:3]=12 |f:1.2|. Procedure: To a solution of 4-chloro-3,5-diphenyl-1-vinyl-1H-pyrazolo[3,4-c]pyridazine (50 mg, 0.15 mmol) in acetone (5 mL) was added a 2% aqueous solution of potassium permanganate (71 mg, 0.45 mmol, 3.5 mL water) in one portion. The mixture was stirred at room temperature for 2 h, then another portion of potassium permanganate (12 mg, 0.075 mmol), was added and stirring continued for 15 min. The solids were filtered off and the filtrate was partitioned between water and CH2Cl2. The aqueous phase was re-e... Isolated yield 80.9%. Reported procedure: Synthesized from pivalic acid 6-(2-ethylamino-4,5-dimethoxyphenyl)-5,6,7,8-tetrahydronaphthalen-2-yl ester (50 mg) and 4-azepan-1-ylmethylbenzoic acid hydrochloride (100 mg) according to an analogous synthetic method to Example 337 described below, the title compound (52 mg) was obtained. Reactants: C(C)NC1=C(C=C(C(=C1)OC)OC)C1CC=2C=CC(=CC2CC1)OC(C(C)(C)C)=O (pivalic acid 6-(2-ethylamino-4,5-dimethoxyphenyl)-5,6,7,8-tetrahydronaphthalen-2-yl ester), Cl.N1(CCCCCC1)CC1=CC=C(C(=O)O)C=C1 (4-azepan-1-ylmethylbenzoic acid hydrochloride). Yields the product N1(CCCCCC1)CC1=CC=C(CCCNC2=C(C=C(C(=C2)OC)OC)C2CC=3C=CC(=CC3CC2)O)C=C1 (6-{2-[(4-Azepan-1-ylmethylbenzyl)ethylamino]-4,5-dimethoxyphenyl}-5,6,7,8-tetrahydronaphthalen-2-ol). RXN SMILES: [CH2:1]([NH:3][C:4]1[CH:9]=[C:8]([O:10][CH3:11])[C:7]([O:12][CH3:13])=[CH:6][C:5]=1[CH:14]1[CH2:23][CH2:22][C:21]2[CH:20]=[C:19]([O:24]C(=O)C(C)(C)C)[CH:18]=[CH:17][C:16]=2[CH2:15]1)[CH3:2].Cl.[N:32]1([CH2:39][C:40]2[CH:48]=[CH:47][C:43]([C:44](O)=O)=[CH:42][CH:41]=2)[CH2:38][CH2:37][CH2:36][CH2:35][CH2:34][CH2:33]1>>[N:32]1([CH2:39][C:40]2[CH:48]=[CH:47][C:43]([CH2:44][CH2:2][CH2:1][NH:3][C:4]3[CH:9]=[C:8]([O:10][CH3:11])[C:7]([O:12][CH3:13])=[CH:6][C:5]=3[CH:14]3[CH2:23][CH2:22][C:21]4[CH:20]=[C:19]([OH:24])[CH:18]=[CH:17][C:16]=4[CH2:15]3)=[CH:42][CH:41]=2)[CH2:38][CH2:37][CH2:36][CH2:35][CH2:34][CH2:33]1 |f:1.2|. Reactants: CN(/C=C/C(=O)C1=NN(C=CC1=O)C=1C=C(C=CC1)NC(C)=O)C (N-{3-[3-((E)-3-Dimethylamino-acryloyl)-4-oxo-4H-pyridazin-1-yl]-phenyl}-acetamide), FC1=C(C=CC=C1)NN (2-fluoro-phenylhydrazine). The product is FC1=C(C=CC=C1)N1N=CC=C1C1=NN(C=CC1=O)C=1C=C(C=CC1)NC(C)=O (N-(3-{3-[2-(2-Fluoro-phenyl)-2H-pyrazol-3-yl]-4-oxo-4H-pyridazin-1-yl}-phenyl)-acetamide). As a reaction SMILES: C[N:2](C)/[CH:3]=[CH:4]/[C:5]([C:7]1[C:12](=[O:13])[CH:11]=[CH:10][N:9]([C:14]2[CH:15]=[C:16]([NH:20][C:21](=[O:23])[CH3:22])[CH:17]=[CH:18][CH:19]=2)[N:8]=1)=O.[F:25][C:26]1[CH:31]=[CH:30][CH:29]=[CH:28][C:27]=1[NH:32]N>>[F:25][C:26]1[CH:31]=[CH:30][CH:29]=[CH:28][C:27]=1[N:32]1[C:5]([C:7]2[C:12](=[O:13])[CH:11]=[CH:10][N:9]([C:14]3[CH:15]=[C:16]([NH:20][C:21](=[O:23])[CH3:22])[CH:17]=[CH:18][CH:19]=3)[N:8]=2)=[CH:4][CH:3]=[N:2]1. Reported procedure: The product was obtained starting from N-{3-[3-((E)-3-Dimethylamino-acryloyl)-4-oxo-4H-pyridazin-1-yl]-phenyl}-acetamide (A-34) and 2-fluoro-phenylhydrazine according to the method described for example 1. MS: M=390.1 (M+H)+